From a dataset of the Open Reaction Database (ORD), a public repository of structured organic reaction records. describe an organic reaction: reactants, conditions, products, and yield Reactants: BrC=1C=C(C(=NC1)C1=CC=C(C=C1)OCCCCCCCC)F (5-bromo-3-fluoro-2-(4-octyloxyphenyl)pyridine), [Cl-].[NH4+] (ammonium chloride), C(CCC)[Li] (n-butyllithium), B(OC(C)C)(OC(C)C)OC(C)C (triisopropyl borate). The solvent is O1CCCC1 (tetrahydrofuran), CCOCC (ether), CCCCCC (hexane). Conditions: temperature -70 celsius, time 15 minute. Yields the product FC=1C(=NC=C(C1)O)C1=CC=C(C=C1)OCCCCCCCC (3-fluoro-5-hydroxy-2-(4-octyloxyphenyl)pyridine). Yield: 80.0%. Reaction SMILES: C([Li])CCC.Br[C:7]1[CH:8]=[C:9]([F:28])[C:10]([C:13]2[CH:18]=[CH:17][C:16]([O:19][CH2:20][CH2:21][CH2:22][CH2:23][CH2:24][CH2:25][CH2:26][CH3:27])=[CH:15][CH:14]=2)=[N:11][CH:12]=1.B(OC(C)C)(OC(C)C)[O:30]C(C)C.[Cl-].[NH4+]>CCCCCC.O1CCCC1.CCOCC>[F:28][C:9]1[C:10]([C:13]2[CH:18]=[CH:17][C:16]([O:19][CH2:20][CH2:21][CH2:22][CH2:23][CH2:24][CH2:25][CH2:26][CH3:27])=[CH:15][CH:14]=2)=[N:11][CH:12]=[C:7]([OH:30])[CH:8]=1 |f:3.4|. Procedure: 15 ml (24.00 mmol) of 1.6 molar n-butyllithium solution in hexane are added dropwise to a solution, cooled to -70° C., of 7.61 g (20.00 mmol) of 5-bromo-3-fluoro-2-(4-octyloxyphenyl)pyridine in 400 ml of tetrahydrofuran, and the mixture is stirred at -70° C. for 15 minutes. 7.5 g (40.00 mmol) of triisopropyl borate are subsequently added dropwise, the mixture is stirred at -70° C. for 1.5 hours and warmed to room temperature, 500 ml of ammonium chloride solution and 500 ml of ether are added, an... Starting materials: (+)-(4aR)-(10bR)-4-methyl-10b-methyl-1,2,3,4,4a,5,6,10b-octahydrobenzo[f]quinolin-3-one 8-boronic acid, ClC=1SC2=C(N1)C=CC=C2 (2-chlorobenzothiazole), C([O-])([O-])=O.[Na+].[Na+] (sodium carbonate), C1CCOC1 (THF). The reagents and catalysts are [Pd].C1(=CC=CC=C1)P(C1=CC=CC=C1)C1=CC=CC=C1.C1(=CC=CC=C1)P(C1=CC=CC=C1)C1=CC=CC=C1.C1(=CC=CC=C1)P(C1=CC=CC=C1)C1=CC=CC=C1.C1(=CC=CC=C1)P(C1=CC=CC=C1)C1=CC=CC=C1 (tetrakis (triphenylphosphine) palladium (0)). Solvent: C(Cl)(Cl)Cl (chloroform). Yields the product CN1C(CC[C@@]2(C3=C(CC[C@@H]12)C=C(C=C3)C=3SC1=C(N3)C=CC=C1)C)=O ((+)-(4aR)-(10bR)-4-methyl-8-(2-benzothiazolyl)-10b-methyl-1,2,3,4,4a,5,6,10b-octahydrobenzo[f]quinolin-3-one). As a reaction SMILES: Cl[C:2]1[S:3][C:4]2[CH:10]=[CH:9][CH:8]=[CH:7][C:5]=2[N:6]=1.[C:11](=[O:14])([O-])[O-].[Na+].[Na+].[CH2:17]1[CH2:21]O[CH2:19][CH2:18]1>C(Cl)(Cl)Cl.[Pd].C1(P(C2C=CC=CC=2)C2C=CC=CC=2)C=CC=CC=1.C1(P(C2C=CC=CC=2)C2C=CC=CC=2)C=CC=CC=1.C1(P(C2C=CC=CC=2)C2C=CC=CC=2)C=CC=CC=1.C1(P(C2C=CC=CC=2)C2C=CC=CC=2)C=CC=CC=1>[CH3:2][N:6]1[C@H:5]2[C@@:17]([CH3:21])([C:17]3[CH:21]=[CH:9][C:8]([C:2]4[S:3][C:4]5[CH:10]=[CH:9][CH:8]=[CH:7][C:5]=5[N:6]=4)=[CH:7][C:18]=3[CH2:19][CH2:4]2)[CH2:18][CH2:19][C:11]1=[O:14] |f:1.2.3,6.7.8.9.10|. Procedure: A 15 mL round bottom flask was charged with (+)-(4aR)-(10bR)-4-methyl-10b-methyl-1,2,3,4,4a,5,6,10b-octahydrobenzo[f]quinolin-3-one-8-boronic acid (178 mg, 0.65 mmol), tetrakis (triphenylphosphine) palladium (0) (23 mg, 0.02 mmol), 2-chlorobenzothiazole (110 mg, 0.65 mmol), 0.65 mL of aqueous 2M sodium carbonate solution and 2 mL of THF, fitted with a reflux condenser, and the stirred mixture was heated at 80°, under nitrogen, for 18 h. The mixture was cooled, diluted with chloroform (75 mL) and...